This data is from the Open Reaction Database (ORD), a public repository of structured organic reaction records. The task is: describe an organic reaction: reactants, conditions, products, and yield Reaction SMILES: [Br:1][c:2]1[cH:3][cH:4][cH:5][c:6]2[c:7]1[C:8](=[O:22])[N:9]([CH3:21])[CH2:10][c:11]1[n:12]-2[cH:13][n:14][c:15]1[C:16](=[O:17])[O:18][CH2:19][CH3:20].[CH3:26][CH2:27][OH:28].[ClH:25].[Na+:24].[OH-:23].[OH2:29]>>[Br:1][c:2]1[cH:3][cH:4][cH:5][c:6]2[c:7]1[C:8](=[O:22])[N:9]([CH3:21])[CH2:10][c:11]1[n:12]-2[cH:13][n:14][c:15]1[C:16](=[O:17])[OH:18]. The product is CN1Cc2c(C(=O)O)ncn2-c2cccc(Br)c2C1=O. The reactants are CCOC(=O)c1ncn2c1CN(C)C(=O)c1c(Br)cccc1-2, CCO, Cl, [Na+], [OH-], O. The reactants are [BH4-], C1CCOC1, O=C(c1ccc([N+](=O)[O-])c([N+](=O)[O-])c1)N1CCOCC1, [Na+]. Product: O=[N+]([O-])c1ccc(CN2CCOCC2)cc1[N+](=O)[O-]. Reaction SMILES: [BH4-:21].[CH2:23]1[O:24][CH2:25][CH2:26][CH2:27]1.[N+:1](=[O:2])([O-:3])[c:4]1[cH:5][c:6]([C:13](=[O:14])[N:15]2[CH2:16][CH2:17][O:18][CH2:19][CH2:20]2)[cH:7][cH:8][c:9]1[N+:10](=[O:11])[O-:12].[Na+:22]>>[N+:1](=[O:2])([O-:3])[c:4]1[cH:5][c:6]([CH2:13][N:15]2[CH2:16][CH2:17][O:18][CH2:19][CH2:20]2)[cH:7][cH:8][c:9]1[N+:10](=[O:11])[O-:12]. Reactants: O=C(OCc1ccccc1)c1cc(Br)c(OCc2ccccc2)cc1OCc1ccccc1, CCO, Cc1ccccc1, COc1ccc(C(C)C)cc1B(O)O, [Na+], O=C([O-])O, c1ccc(P(c2ccccc2)(c2ccccc2)[Pd](P(c2ccccc2)(c2ccccc2)c2ccccc2)(P(c2ccccc2)(c2ccccc2)c2ccccc2)P(c2ccccc2)(c2ccccc2)c2ccccc2)cc1. Yields the product COc1ccc(C(C)C)cc1-c1cc(C(=O)OCc2ccccc2)c(OCc2ccccc2)cc1OCc1ccccc1. RXN SMILES: [CH2:1]([c:2]1[cH:3][cH:4][cH:5][cH:6][cH:7]1)[O:8][C:9]([c:10]1[c:11]([O:25][CH2:26][c:27]2[cH:28][cH:29][cH:30][cH:31][cH:32]2)[cH:12][c:13]([O:17][CH2:18][c:19]2[cH:20][cH:21][cH:22][cH:23][cH:24]2)[c:14]([Br:16])[cH:15]1)=[O:33].[CH3:48][CH2:49][OH:50].[CH3:56][c:57]1[cH:58][cH:59][cH:60][cH:61][cH:62]1.[CH:34]([CH3:35])([CH3:36])[c:37]1[cH:38][cH:39][c:40]([O:46][CH3:47])[c:41]([B:43]([OH:44])[OH:45])[cH:42]1.[Na+:55].[O-:51][C:52]([OH:53])=[O:54].[cH:63]1[cH:64][cH:65][c:66]([P:67]([Pd:68]([P:69]([c:70]2[cH:71][cH:72][cH:73][cH:74][cH:75]2)([c:76]2[cH:77][cH:78][cH:79][cH:80][cH:81]2)[c:82]2[cH:83][cH:84][cH:85][cH:86][cH:87]2)([P:88]([c:89]2[cH:90][cH:91][cH:92][cH:93][cH:94]2)([c:95]2[cH:96][cH:97][cH:98][cH:99][cH:100]2)[c:101]2[cH:102][cH:103][cH:104][cH:105][cH:106]2)[P:107]([c:108]2[cH:109][cH:110][cH:111][cH:112][cH:113]2)([c:114]2[cH:115][cH:116][cH:117][cH:118][cH:119]2)[c:120]2[cH:121][cH:122][cH:123][cH:124][cH:125]2)([c:126]2[cH:127][cH:128][cH:129][cH:130][cH:131]2)[c:132]2[cH:133][cH:134][cH:135][cH:136][cH:137]2)[cH:138][cH:139]1>>[CH2:1]([c:2]1[cH:3][cH:4][cH:5][cH:6][cH:7]1)[O:8][C:9]([c:10]1[c:11]([O:25][CH2:26][c:27]2[cH:28][cH:29][cH:30][cH:31][cH:32]2)[cH:12][c:13]([O:17][CH2:18][c:19]2[cH:20][cH:21][cH:22][cH:23][cH:24]2)[c:14](-[c:41]2[c:40]([O:46][CH3:47])[cH:39][cH:38][c:37]([CH:34]([CH3:35])[CH3:36])[cH:42]2)[cH:15]1)=[O:33]. Procedure details: According to the procedure described in the synthesis method of Compound II-15, 2-(3-ethylureidooxy)acetic acid (Compound VI-13) 38 mg (0.23 mmol) was coupled with (S)-2-amino-N1—((S)-1,1-diethoxypropan-2-yl)-N1-(naphthalen-1-ylmethyl)-N4-tritylsuccinamide (Compound IV-19) 100 mg (0.16 mmol) to obtain the title compound. Reaction SMILES: [CH2:1]([NH:3][C:4](=[O:11])[NH:5][O:6][CH2:7][C:8]([OH:10])=O)[CH3:2].[NH2:12][C@@H:13]([CH2:37][C:38]([NH:40][C:41]([C:54]1[CH:59]=[CH:58][CH:57]=[CH:56][CH:55]=1)([C:48]1[CH:53]=[CH:52][CH:51]=[CH:50][CH:49]=1)[C:42]1[CH:47]=[CH:46][CH:45]=[CH:44][CH:43]=1)=[O:39])[C:14]([N:16]([C@@H:28]([CH3:36])[CH:29]([O:33][CH2:34][CH3:35])[O:30][CH2:31][CH3:32])[CH2:17][C:18]1[C:27]2[C:22](=[CH:23][CH:24]=[CH:25][CH:26]=2)[CH:21]=[CH:20][CH:19]=1)=[O:15]>>[CH2:31]([O:30][CH:29]([O:33][CH2:34][CH3:35])[C@@H:28]([N:16]([CH2:17][C:18]1[C:27]2[C:22](=[CH:23][CH:24]=[CH:25][CH:26]=2)[CH:21]=[CH:20][CH:19]=1)[C:14](=[O:15])[C@@H:13]([NH:12][C:8](=[O:10])[CH2:7][O:6][NH:5][C:4]([NH:3][CH2:1][CH3:2])=[O:11])[CH2:37][C:38](=[O:39])[NH:40][C:41]([C:42]1[CH:43]=[CH:44][CH:45]=[CH:46][CH:47]=1)([C:48]1[CH:53]=[CH:52][CH:51]=[CH:50][CH:49]=1)[C:54]1[CH:55]=[CH:56][CH:57]=[CH:58][CH:59]=1)[CH3:36])[CH3:32]. Starting materials: Compound II, C(C)NC(NOCC(=O)O)=O (2-(3-ethylureidooxy)acetic acid), N[C@H](C(=O)N(CC1=CC=CC2=CC=CC=C12)[C@H](C(OCC)OCC)C)CC(=O)NC(C1=CC=CC=C1)(C1=CC=CC=C1)C1=CC=CC=C1 ((S)-2-amino-N1—((S)-1,1-diethoxypropan-2-yl)-N1-(naphthalen-1-ylmethyl)-N4-tritylsuccinamide). Product: C(C)OC([C@H](C)N(C([C@H](CC(NC(C1=CC=CC=C1)(C1=CC=CC=C1)C1=CC=CC=C1)=O)NC(CONC(=O)NCC)=O)=O)CC1=CC=CC2=CC=CC=C12)OCC (1-(2-((S)-1-(((S)-1,1-diethoxypropan-2-yl)(naphthalen-1-ylmethyl)amino)-1,4-dioxo-4-(tritylamino)butan-2-ylamino)-2-oxoethoxy)-3-ethylurea). Reactants: CCN(C(C)C)C(C)C, Nc1cc(Cl)ccc1-c1nnn[nH]1, O=C(Cl)c1sccc1Cl, ClCCl. Yields the product O=C(Nc1cc(Cl)ccc1-c1nnn[nH]1)c1sccc1Cl. As a reaction SMILES: [CH:14]([N:15]([CH:16]([CH3:17])[CH3:18])[CH2:19][CH3:20])([CH3:21])[CH3:22].[Cl:1][c:2]1[cH:3][cH:4][c:5](-[c:9]2[n:10][n:11][n:12][nH:13]2)[c:6]([NH2:7])[cH:8]1.[Cl:23][c:24]1[c:25]([C:29](=[O:30])[Cl:31])[s:26][cH:27][cH:28]1.[Cl:32][CH2:33][Cl:34]>>[Cl:1][c:2]1[cH:3][cH:4][c:5](-[c:9]2[n:10][n:11][n:12][nH:13]2)[c:6]([NH:7][C:29]([c:25]2[c:24]([Cl:23])[cH:28][cH:27][s:26]2)=[O:30])[cH:8]1.